Dataset: the Open Reaction Database (ORD), a public repository of structured organic reaction records. Task: describe an organic reaction: reactants, conditions, products, and yield The reactants are CC1(CN(C2=CC(=CC=C12)[N+](=O)[O-])C(C)=O)C (1-(3,3-dimethyl-6-nitro-2,3-dihydro-indol-1-yl)-ethanone), teflon. Solvent: O1CCOCC1 (dioxane), solution, Cl (hydrochloric acid). Conditions: temperature 120 celsius, time 15 minute. The product is CC1(CNC2=CC(=CC=C12)[N+](=O)[O-])C (3,3-Dimethyl-6-nitro-2,3-dihydro-1H-indole). Reaction SMILES: [CH3:1][C:2]1([CH3:17])[C:10]2[C:5](=[CH:6][C:7]([N+:11]([O-:13])=[O:12])=[CH:8][CH:9]=2)[N:4](C(=O)C)[CH2:3]1>O1CCOCC1.Cl>[CH3:1][C:2]1([CH3:17])[C:10]2[C:5](=[CH:6][C:7]([N+:11]([O-:13])=[O:12])=[CH:8][CH:9]=2)[NH:4][CH2:3]1. Procedure: 2 g 1-(3,3-dimethyl-6-nitro-2,3-dihydro-indol-1-yl)-ethanone were dissolved in a mixture of 6 ml dioxane and 6 ml of an aqueous 2 N solution of hydrochloric acid in a process vial. The vial was sealed with a teflon septum and placed in the microwave cavity. The reaction mixture was stirred for 15 minutes at 120° C. by microwave-assisted heating (Emrys Optimizer, Personal Chemistry). After removal of the solvent under reduced pressure the residue was treated with an aqueous saturated solution of ... Reactants: FC1=CC=C(C=C1)C1(CCOCC1)CC#N (2-[4-(4-fluorophenyl)oxan-4-yl]acetonitrile), [H-].[H-].[H-].[H-].[Li+].[Al+3] (LAH). Run in CCOCC (ether). The product is FC1=CC=C(C=C1)C1(CCOCC1)CCN (2-[4-(4-fluorophenyl)oxan-4-yl]ethan-1-amine). Reaction SMILES: [F:1][C:2]1[CH:7]=[CH:6][C:5]([C:8]2([CH2:14][C:15]#[N:16])[CH2:13][CH2:12][O:11][CH2:10][CH2:9]2)=[CH:4][CH:3]=1.[H-].[H-].[H-].[H-].[Li+].[Al+3]>CCOCC>[F:1][C:2]1[CH:7]=[CH:6][C:5]([C:8]2([CH2:14][CH2:15][NH2:16])[CH2:13][CH2:12][O:11][CH2:10][CH2:9]2)=[CH:4][CH:3]=1 |f:1.2.3.4.5.6|. Procedure: To a solution of 2-[4-(4-fluorophenyl)oxan-4-yl]acetonitrile (450 mg, 2.05 mmol) in anhydrous ether (15 ml) at 0° C. was added dropwise LAH (1.0 M in Et2O, 4.1 ml, 4.11 mmol). After 2 h the reaction was quenched with 1 ml H2O, 0.1 ml 15% NaOH and then 1 ml H2O. The reaction mixture was extracted with Et2O (3×20 ml), dried over NA2SO4 and concentrated to give 2-[4-(4-fluorophenyl)oxan-4-yl]ethan-1-amine as an yellow oil, which used without further purification (450 mg, 94%, m/z: 223.1 [M+H]+ obse... The reactants are N(=[N+]=[N-])CCCO (3-azidopropanol), S(=O)(=O)(C)Cl (mesyl chloride), CS(=O)(=O)OCCN=[N+]=[N-] (2-Azidoethyl methanesulfonate). Product: CS(=O)(=O)OCC(C)N=[N+]=[N-] (2-Azidopropyl methanesulfonate). Reaction SMILES: [N:1]([CH2:4][CH2:5]CO)=[N+:2]=[N-:3].S(Cl)(C)(=O)=O.[CH3:13][S:14]([O:17][CH2:18]CN=[N+]=[N-])(=[O:16])=[O:15]>>[CH3:13][S:14]([O:17][CH2:18][CH:4]([N:1]=[N+:2]=[N-:3])[CH3:5])(=[O:16])=[O:15]. Procedure details: Reaction of 3-azidopropanol (1.00 g, 9.90 mmol) and mesyl chloride (1.14 mL, 14.85 mmol) within 3 h as described for synthesis of 156a gave compound 156b (1.18 g) as a crude colorless oil. Isolated yield 79.2%. Run in CN(C)C=O (DMF), [Cl-].[Na+].O (Brine). As a reaction SMILES: [CH3:1][O:2][C:3]([C:5]1[CH:10]=[C:9]([Br:11])[C:8](=[O:12])[N:7]([CH2:13][CH:14]([CH2:17][CH3:18])[CH2:15][CH3:16])[C:6]=1[CH2:19]Br)=[O:4].[CH3:21][O:22][C:23](=[O:36])[CH2:24][NH:25][S:26]([C:29]1[CH:34]=[CH:33][C:32]([CH3:35])=[CH:31][CH:30]=1)(=[O:28])=[O:27].[I-].[Na+].C(=O)([O-])[O-].[K+].[K+]>CN(C=O)C.[Cl-].[Na+].O>[CH3:1][O:2][C:3]([C:5]1[CH:10]=[C:9]([Br:11])[C:8](=[O:12])[N:7]([CH2:13][CH:14]([CH2:17][CH3:18])[CH2:15][CH3:16])[C:6]=1[CH2:19][N:25]([CH2:24][C:23]([O:22][CH3:21])=[O:36])[S:26]([C:29]1[CH:30]=[CH:31][C:32]([CH3:35])=[CH:33][CH:34]=1)(=[O:28])=[O:27])=[O:4] |f:2.3,4.5.6,8.9.10|. Procedure details: A mixture of 5-bromo-2-bromomethyl-1-(2-ethyl-butyl)-6-oxo-1,6-dihydro-pyridine-3-carboxylic acid methyl ester (4.9 g, 12.0 mmol), (toluene-4-sulfonylamino)-acetic acid methyl ester (2.62 g, 10.8 mmol), sodium iodide (3.6 g, 24.0 mmol) and potassium carbonate (3.3 g, 24.0 mmol) in DMF (75 mL) was stirred at r.t. for 16 h. Brine was added, and the resulting mixture was extracted with EtOAc. The organic layer was washed with water and dried over MgSO4. After the solvent was evaporated in vacuo, th... Reactants: COC(=O)C1=C(N(C(C(=C1)Br)=O)CC(CC)CC)CBr (5-bromo-2-bromomethyl-1-(2-ethyl-butyl)-6-oxo-1,6-dihydro-pyridine-3-carboxylic acid methyl ester), COC(CNS(=O)(=O)C1=CC=C(C=C1)C)=O ((toluene-4-sulfonylamino)-acetic acid methyl ester), [I-].[Na+] (sodium iodide), C([O-])([O-])=O.[K+].[K+] (potassium carbonate). Yields the product COC(=O)C1=C(N(C(C(=C1)Br)=O)CC(CC)CC)CN(S(=O)(=O)C1=CC=C(C=C1)C)CC(=O)OC (5-Bromo-1-(2-ethyl-butyl)-2-{[methoxycarbonylmethyl-(toluene-4-sulfonyl)-amino]-methyl}-6-oxo-1,6-dihydro-pyridine-3-carboxylic acid methyl ester). Reaction conditions: time 16 hour. Reactants: C(#N)C1=C(N(C2=NC(=CC(=C21)C)C)[C@H]2CCCC1=CC=CC=C21)/C=C/C(=O)O ((2E)-3-{3-cyano-4,6-dimethyl-1-[(1S)-1,2,3,4-tetrahydronaphthalen-1-yl]-1H-pyrrolo[2,3-b]pyridin-2-yl}prop-2-enoic acid), C(C(=O)Cl)(=O)Cl (oxalylchloride), OC1=C(C=C(N)C=C1)OC (4-hydroxy-3-methoxyaniline), N1=CC=CC=C1 (pyridine). Solvent: C1CCOC1 (THF), CN(C)C=O (DMF), O (water), C1CCOC1 (THF). Run at time 1 hour. Yields the product C(#N)C1=C(N(C2=NC(=CC(=C21)C)C)[C@H]2CCCC1=CC=CC=C21)/C=C/C(=O)NC2=CC(=C(C=C2)O)OC ((2E)-3-{3-cyano-4,6-dimethyl-1-[(1S)-1,2,3,4-tetrahydronaphthalen-1-yl]-1H-pyrrolo[2,3-b]pyridin-2-yl}-N-(4-hydroxy-3-methoxyphenyl)prop-2-enamide). Reaction SMILES: [C:1]([C:3]1[C:11]2[C:6](=[N:7][C:8]([CH3:13])=[CH:9][C:10]=2[CH3:12])[N:5]([C@@H:14]2[C:23]3[C:18](=[CH:19][CH:20]=[CH:21][CH:22]=3)[CH2:17][CH2:16][CH2:15]2)[C:4]=1/[CH:24]=[CH:25]/[C:26]([OH:28])=O)#[N:2].C(Cl)(=O)C(Cl)=O.[OH:35][C:36]1[CH:42]=[CH:41][C:39]([NH2:40])=[CH:38][C:37]=1[O:43][CH3:44].N1C=CC=CC=1>C1COCC1.O.CN(C=O)C>[C:1]([C:3]1[C:11]2[C:6](=[N:7][C:8]([CH3:13])=[CH:9][C:10]=2[CH3:12])[N:5]([C@@H:14]2[C:23]3[C:18](=[CH:19][CH:20]=[CH:21][CH:22]=3)[CH2:17][CH2:16][CH2:15]2)[C:4]=1/[CH:24]=[CH:25]/[C:26]([NH:40][C:39]1[CH:41]=[CH:42][C:36]([OH:35])=[C:37]([O:43][CH3:44])[CH:38]=1)=[O:28])#[N:2]. Procedure details: To a solution of (2E)-3-{3-cyano-4,6-dimethyl-1-[(1S)-1,2,3,4-tetrahydronaphthalen-1-yl]-1H-pyrrolo[2,3-b]pyridin-2-yl}prop-2-enoic acid (300 mg, 0.808 mmol) in THF (3 ml) were added DMF (0.03 ml) and oxalylchloride (0.0846 ml, 0.970 mmol), the mixture was stirred at room temperature for 1 hour and the solvent was distilled off under reduced pressure. The residue was added under ice-cooling to a solution of 4-hydroxy-3-methoxyaniline (135 mg, 0.968 mmol), pyridine (0.262 ml, 3.24 mmol) and THF (... Starting materials: C[Mg]Cl (methylmagnesium chloride), solution, ClC=1C=C(C=CC1)[C@H]1C[C@](C(N([C@@H]1C1=CC=C(C=C1)Cl)[C@H](C=O)CC)=O)(C)CC(=O)O (2-((3R,5R,6S)-5-(3-chlorophenyl)-6-(4-chlorophenyl)-3-methyl-2-oxo-1-((S)-1-oxobutan-2-yl)piperidin-3-yl)acetic acid). Solvent: O1CCCC1 (tetrahydrofuran), C1CCOC1 (THF). Conditions: temperature 0 celsius, time 45 minute. The product is ClC=1C=C(C=CC1)[C@H]1C[C@](C(N([C@@H]1C1=CC=C(C=C1)Cl)[C@H]([C@@H](C)O)CC)=O)(C)CC(=O)O (2-((3R,5R,6S)-5-(3-Chlorophenyl)-6-(4-chlorophenyl)-1-((2R,3S)-2-hydroxypentan-3-yl)-3-methyl-2-oxopiperidin-3-yl)acetic acid). Reaction SMILES: [Cl:1][C:2]1[CH:3]=[C:4]([C@@H:8]2[C@@H:13]([C:14]3[CH:19]=[CH:18][C:17]([Cl:20])=[CH:16][CH:15]=3)[N:12]([C@@H:21]([CH2:24][CH3:25])[CH:22]=[O:23])[C:11](=[O:26])[C@:10]([CH2:28][C:29]([OH:31])=[O:30])([CH3:27])[CH2:9]2)[CH:5]=[CH:6][CH:7]=1.[CH3:32][Mg]Cl>C1COCC1>[Cl:1][C:2]1[CH:3]=[C:4]([C@@H:8]2[C@@H:13]([C:14]3[CH:19]=[CH:18][C:17]([Cl:20])=[CH:16][CH:15]=3)[N:12]([C@@H:21]([CH2:24][CH3:25])[C@H:22]([OH:23])[CH3:32])[C:11](=[O:26])[C@:10]([CH2:28][C:29]([OH:31])=[O:30])([CH3:27])[CH2:9]2)[CH:5]=[CH:6][CH:7]=1. Reported procedure: A solution of 2-((3R,5R,6S)-5-(3-chlorophenyl)-6-(4-chlorophenyl)-3-methyl-2-oxo-1-((S)-1-oxobutan-2-yl)piperidin-3-yl)acetic acid (71 mg, 0.154 mmol)(Example 210, StepA) in THF (2 mL) was sparged with argon for 5 minutes. The mixture was cooled to 0° C. and methylmagnesium chloride, 3.0 M solution in tetrahydrofuran (0.113 ml, 0.339 mmol) was added at such a rate that the internal temperature did not get above 4° C. The mixture was stirred at 0° C. for 45 minutes. The mixture was quenched with ... The reactants are CO, Cc1c(-c2ccc(C(N)=O)c3[nH]c4cc(C=O)ccc4c23)cccc1N1Cc2ccccc2C1=O, [Na+], [OH-], O, OO, O=S(=O)(O)O. Yields the product Cc1c(-c2ccc(C(N)=O)c3[nH]c4cc(O)ccc4c23)cccc1N1Cc2ccccc2C1=O. RXN SMILES: [CH3:45][OH:46].[CH:1](=[O:2])[c:3]1[cH:4][cH:5][c:6]2[c:7]3[c:8](-[c:19]4[c:20]([CH3:35])[c:21]([N:25]5[C:26](=[O:34])[c:27]6[cH:28][cH:29][cH:30][cH:31][c:32]6[CH2:33]5)[cH:22][cH:23][cH:24]4)[cH:9][cH:10][c:11]([C:16](=[O:17])[NH2:18])[c:12]3[nH:13][c:14]2[cH:15]1.[Na+:44].[OH-:43].[OH2:47].[OH:41][OH:42].[S:36]([OH:37])(=[O:38])(=[O:39])[OH:40]>>[c:3]1([OH:37])[cH:4][cH:5][c:6]2[c:7]3[c:8](-[c:19]4[c:20]([CH3:35])[c:21]([N:25]5[C:26](=[O:34])[c:27]6[cH:28][cH:29][cH:30][cH:31][c:32]6[CH2:33]5)[cH:22][cH:23][cH:24]4)[cH:9][cH:10][c:11]([C:16](=[O:17])[NH2:18])[c:12]3[nH:13][c:14]2[cH:15]1. Reactants: FC1=C(C(=C(C(=C1S(=O)(=O)F)F)F)F)F (pentafluorobenzenesulfonyl fluoride), C([O-])([O-])=O.[K+].[K+] (potassium carbonate), C([O-])([O-])=O.[K+].[K+] (potassium carbonate). The solvent is O (water). Run at time 9 hour. Yields the product FC1=C(C(=C(C(=C1S(=O)(=O)[O-])F)F)F)F.[K+] (Potassium Pentafluorobenzenesulfonate). RXN SMILES: [F:1][C:2]1[C:7]([S:8](F)(=[O:10])=[O:9])=[C:6]([F:12])[C:5]([F:13])=[C:4]([F:14])[C:3]=1[F:15].C(=O)([O-])[O-:17].[K+:20].[K+]>O>[F:1][C:2]1[C:7]([S:8]([O-:17])(=[O:10])=[O:9])=[C:6]([F:12])[C:5]([F:13])=[C:4]([F:14])[C:3]=1[F:15].[K+:20] |f:1.2.3,5.6|. Procedure: 25 Grams (93.8 mmols) of pentafluorobenzenesulfonyl fluoride was charged in a flask, and 13.0 g (93.8 mmols) of potassium carbonate and 100 ml of water were added under cooling with ice, followed by stirring at room temperature for 9 hours. Then, 1.3 g (9.4 mmols) of potassium carbonate was further added and the mixture was stirred at 60° C. for 1 hour. A white solid produced was filtered off and purified by recrystallization with water. The resulting white solid was subjected to 19F-NMR measure... The reactants are CC(=O)C (acetone), BrC1=C(C(=CC(=C1)Br)C(C)(C)C)O (2,4-dibromo-6-tert-butylphenol), p-methallyl chloride, C(=O)([O-])[O-].[K+].[K+] (K2CO3), N[C@@H](CC1=CC=C2C=CC=CC2=C1)C(=O)O (Nal). The solvent is CCCCCC (hexane), pet. ether. Run at temperature 23 celsius, time 56 hour. Yields the product C(=C(C)C)OC1=C(C=C(C=C1C(C)(C)C)Br)Br (2,4-dibromo-6-tert-butylphenyl isobutenyl ether). Reaction SMILES: [Br:1][C:2]1[CH:7]=[C:6]([Br:8])[CH:5]=[C:4]([C:9]([CH3:12])([CH3:11])[CH3:10])[C:3]=1[OH:13].C([O-])([O-])=O.[K+].[K+].N[C@H](C(O)=O)[CH2:22][C:23]1[CH:32]=C2C(C=CC=C2)=C[CH:24]=1.CC(C)=O>CCCCCC>[CH:22]([O:13][C:3]1[C:4]([C:9]([CH3:10])([CH3:12])[CH3:11])=[CH:5][C:6]([Br:8])=[CH:7][C:2]=1[Br:1])=[C:23]([CH3:32])[CH3:24] |f:1.2.3|. Procedure: In a 3000 mL 3-neck flask, equipped with Ar inlet and magnetic stirrer, is placed 2,4-dibromo-6-tert-butylphenol (70.0 g, 226 mmol), K2CO3 (37.6 g, 276 mmol, 1.2 eq), Nal (3.38 g, 22.6 mmol, 0.1 eq), p-methallyl chloride (33.9 mL, 339 mmol, 1.5 eq), and acetone (1500 mL). The reaction mixture is vigorously stirred at 23° C. for 56 hrs, and monitored by TLC analysis (pet. ether). The solids are removed by filtration, washed with acetone, and the filtrates rotoevaporated (bath temperature kept bel... The reactants are [OH-] (hydroxide), (±)-8-methyl-3-trifluoromethanesulfonyl-oxy-8-azabicyclo[3.2.1]oct-2-ene, N1C=CC2=CC(=CC=C12)B(O)O (5-indolylboronic acid), [Cl-].[Li+] (lithium chloride), C([O-])([O-])=O.[K+].[K+] (potassium carbonate), C(CCO)O (1,3-propandiol), COCCOC (1,2-dimethoxyethane). The reagents and catalysts are C=1C=CC(=CC1)[P](C=2C=CC=CC2)(C=3C=CC=CC3)[Pd]([P](C=4C=CC=CC4)(C=5C=CC=CC5)C=6C=CC=CC6)([P](C=7C=CC=CC7)(C=8C=CC=CC8)C=9C=CC=CC9)[P](C=1C=CC=CC1)(C=1C=CC=CC1)C=1C=CC=CC1 (tetrakistriphenylphosphinepalladium(0)). Yields the product N (ammonia), N1C=CC2=CC(=CC=C12)C1=CC2CCC(C1)N2C ((±)-3-(5-Indolyl)-8-methyl-8-azabicyclo[3.2.1]oct-2-ene). As a reaction SMILES: [NH:1]1[C:9]2[C:4](=[CH:5][C:6](B(O)O)=[CH:7][CH:8]=2)[CH:3]=[CH:2]1.[Cl-].[Li+].C(=O)([O-])[O-].[K+].[K+].[CH2:21](O)[CH2:22][CH2:23]O.[OH-].CO[CH2:29][CH2:30]OC>C1C=CC([P]([Pd]([P](C2C=CC=CC=2)(C2C=CC=CC=2)C2C=CC=CC=2)([P](C2C=CC=CC=2)(C2C=CC=CC=2)C2C=CC=CC=2)[P](C2C=CC=CC=2)(C2C=CC=CC=2)C2C=CC=CC=2)(C2C=CC=CC=2)C2C=CC=CC=2)=CC=1>[NH3:1].[NH:1]1[C:9]2[C:4](=[CH:5][C:6]([C:22]3[CH2:23][CH:30]4[N:1]([CH3:9])[CH:2]([CH2:3][CH2:29]4)[CH:21]=3)=[CH:7][CH:8]=2)[CH:3]=[CH:2]1 |f:1.2,3.4.5,^1:36,38,57,76|. Procedure details: A mixture of (±)-8-methyl-3-trifluoromethanesulfonyl-oxy-8-azabicyclo[3.2.1]oct-2-ene (3.37 g, 12.4 mmol), 5-indolylboronic acid (2.00 g, 12.4 mmol), lithium chloride (1.58 g, 37.3 mmol), tetrakistriphenylphosphinepalladium(0) (0.43 mg, 0.4 mmol), potassium carbonate (5.14 g, 37.3 mmol), 1,3-propandiol (2.84 g, 37.3 mmol) and 1,2-dimethoxyethane (40 ml) was stirred and heated at reflux for 20 hours. Aqueous odium hydroxide (100 ml, 1 M) was added. The mixture was extracted twice with diethyl eth...